This data is from the Open Reaction Database (ORD), a public repository of structured organic reaction records. The task is: describe an organic reaction: reactants, conditions, products, and yield Solvent: C(C)#N (acetonitrile). Starting materials: CN(C1=CC=C(C=NN2C(=NC=C2)C2=CC=C(C=C2)OC)C=C1)C (1-[[p-(dimethylamino)benzylidene]amino]-2-(p-methoxyphenyl)imidazole), BrCC(C(C)(C)C)=O (1-bromo-3,3-dimethyl-2-butanone). Reported procedure: A solution of 160 mg of 1-[[p-(dimethylamino)benzylidene]amino]-2-(p-methoxyphenyl)imidazole and 400 mg of 1-bromo-3,3-dimethyl-2-butanone in 3 ml of acetonitrile is stirred at 60° for 20 hours. The product is removed by filtration and washed with ether. There is obtained 1-[[p-(dimethylamino)benzylidene]amino]-2-(p-methoxyphenyl)-3-(pivaloylmethyl)imidazolium bromide of melting point 262°. Yields the product [Br-].CN(C1=CC=C(C=N[N+]2=C(N(C=C2)CC(C(C)(C)C)=O)C2=CC=C(C=C2)OC)C=C1)C (1-[[p-(dimethylamino)benzylidene]amino]-2-(p-methoxyphenyl)-3-(pivaloylmethyl)imidazolium bromide). Reaction SMILES: [CH3:1][N:2]([CH3:24])[C:3]1[CH:23]=[CH:22][C:6]([CH:7]=[N:8][N:9]2[CH:13]=[CH:12][N:11]=[C:10]2[C:14]2[CH:19]=[CH:18][C:17]([O:20][CH3:21])=[CH:16][CH:15]=2)=[CH:5][CH:4]=1.[Br:25][CH2:26][C:27](=[O:32])[C:28]([CH3:31])([CH3:30])[CH3:29]>C(#N)C>[Br-:25].[CH3:24][N:2]([CH3:1])[C:3]1[CH:4]=[CH:5][C:6]([CH:7]=[N:8][N+:9]2[CH:13]=[CH:12][N:11]([CH2:26][C:27](=[O:32])[C:28]([CH3:31])([CH3:30])[CH3:29])[C:10]=2[C:14]2[CH:19]=[CH:18][C:17]([O:20][CH3:21])=[CH:16][CH:15]=2)=[CH:22][CH:23]=1 |f:3.4|. Starting materials: [Br-], O=C([O-])[O-], CC(C)=O, CCCC[N+](CCCC)(CCCC)CCCC, ClCCBr, [I-], [K+], [K+], [K+], O=[N+]([O-])c1cccc(O)c1. Product: O=[N+]([O-])c1cccc(OCCCl)c1. As a reaction SMILES: [Br-:27].[C:11](=[O:12])([O-:13])[O-:14].[CH3:23][C:24](=[O:25])[CH3:26].[CH3:28][CH2:29][CH2:30][CH2:31][N+:32]([CH2:33][CH2:34][CH2:35][CH3:36])([CH2:37][CH2:38][CH2:39][CH3:40])[CH2:41][CH2:42][CH2:43][CH3:44].[Cl:17][CH2:18][CH2:19][Br:20].[I-:22].[K+:15].[K+:16].[K+:21].[OH:1][c:2]1[cH:3][cH:4][cH:5][c:6]([N+:8]([O-:9])=[O:10])[cH:7]1>>[O:1]([c:2]1[cH:3][cH:4][cH:5][c:6]([N+:8]([O-:9])=[O:10])[cH:7]1)[CH2:19][CH2:18][Cl:17]. Starting materials: C(C)(C)C=1C(=C(CCN)C=CC1)OCCC ((3-isopropyl-2-propoxybenzyl)methylamine), C(C)(C)N(CC)C(C)C (diisopropyl-ethylamine), Cl.O=C1CCC=2C=C(C=NC2N1)/C=C/C(=O)O ((E)-3-(7-oxo-5,6,7,8-tetrahydro-[1,8]naphthyridin-3-yl)acrylic acid hydrochloride), O.ON1N=NC2=C1C=CC=C2 (1-hydroxybenzotriazole hydrate), Cl.CN(CCCN=C=NCC)C (1-(3-dimethylaminopropyl)-3-ethylcarbodiimide hydrochloride). Solvent: CN(C)C=O (DMF), O (H2O). Conditions: time 18 hour. Product: C(C)(C)C=1C(=C(CN(C(\C=C\C=2C=NC=3NC(CCC3C2)=O)=O)C)C=CC1)OCCC ((E)-N-(3-Isopropyl-2-propoxybenzyl)-N-methyl-3-(7-oxo-5,6,7,8-tetrahydro-[1,8]naphthyridin-3-yl)acrylamide). The yield is 62.9%. RXN SMILES: [CH:1]([C:4]1[C:5]([O:13][CH2:14][CH2:15][CH3:16])=[C:6]([CH:10]=[CH:11][CH:12]=1)[CH2:7]CN)([CH3:3])[CH3:2].[CH:17]([N:20](C(C)C)CC)(C)C.Cl.[O:27]=[C:28]1[NH:37][C:36]2[N:35]=[CH:34][C:33](/[CH:38]=[CH:39]/[C:40]([OH:42])=O)=[CH:32][C:31]=2[CH2:30][CH2:29]1.O.ON1C2C=CC=CC=2N=N1.Cl.CN(C)CCCN=C=NCC>CN(C=O)C.O>[CH:1]([C:4]1[C:5]([O:13][CH2:14][CH2:15][CH3:16])=[C:6]([CH:10]=[CH:11][CH:12]=1)[CH2:7][N:20]([CH3:17])[C:40](=[O:42])/[CH:39]=[CH:38]/[C:33]1[CH:34]=[N:35][C:36]2[NH:37][C:28](=[O:27])[CH2:29][CH2:30][C:31]=2[CH:32]=1)([CH3:2])[CH3:3] |f:2.3,4.5,6.7|. Reported procedure: A solution of (3-isopropyl-2-propoxybenzyl)methylamine (0.238 g, 1.07 mmol) and diisopropyl-ethylamine (0.51 mL, 2.9 mmol) in DMF (20 mL) under N2 was treated sequentially with (E)-3-(7-oxo-5,6,7,8-tetrahydro-[1,8]naphthyridin-3-yl)acrylic acid hydrochloride (0.250 g, 0.981 mmol), 1-hydroxybenzotriazole hydrate (0.144 g, 1.07 mmol) and 1-(3-dimethylaminopropyl)-3-ethylcarbodiimide hydrochloride (0.205 g, 1.07 mmol). After stirring for 18 h, the reaction mixture was diluted with H2O (30 mL). The ...